Dataset: the Open Reaction Database (ORD), a public repository of structured organic reaction records. Task: describe an organic reaction: reactants, conditions, products, and yield Reactants: CI, COc1ccc2c(c1)OCC(=O)N2, [H-], [Na+], CN(C)C=O, O. Yields the product COc1ccc2c(c1)OCC(=O)N2C. Reaction SMILES: [CH3:16][I:17].[CH3:1][O:2][c:3]1[cH:4][c:5]2[c:6]([cH:12][cH:13]1)[NH:7][C:8](=[O:11])[CH2:9][O:10]2.[H-:14].[Na+:15].[O:19]=[CH:20][N:21]([CH3:22])[CH3:23].[OH2:18]>>[CH3:1][O:2][c:3]1[cH:4][c:5]2[c:6]([cH:12][cH:13]1)[N:7]([CH3:16])[C:8](=[O:11])[CH2:9][O:10]2.